Dataset: the Open Reaction Database (ORD), a public repository of structured organic reaction records. Task: describe an organic reaction: reactants, conditions, products, and yield Starting materials: ClC1=C(C(N(N=C1)C)=O)NCCCCl (5-chloro-4-(3-chloropropylamino)-2-methyl-3(2H)-pyridazinone), COC=1C=C(C=C(C1OC)OC)NCC (3,4,5-trimethoxyphenyl ethyl amine). Run at time 2.5 hour. Yields the product ClC1=C(C(N(N=C1)C)=O)NCCCN(C)CCC1=CC(=C(C(=C1)OC)OC)OC (5Chloro-2-methyl-4-{3-[N-[2-(3,4,5-trimethoxyphenyl)-ethyl]-N-methylamino]-propylamino}-3(2H)-pyridazinone). Isolated yield 34.0%. As a reaction SMILES: [Cl:1][C:2]1[CH:7]=[N:6][N:5]([CH3:8])[C:4](=[O:9])[C:3]=1[NH:10][CH2:11][CH2:12][CH2:13]Cl.[CH3:15][O:16][C:17]1[CH:18]=[C:19](NCC)[CH:20]=[C:21]([O:25][CH3:26])[C:22]=1[O:23][CH3:24]>>[Cl:1][C:2]1[CH:7]=[N:6][N:5]([CH3:8])[C:4](=[O:9])[C:3]=1[NH:10][CH2:11][CH2:12][CH2:13][N:5]([CH2:4][CH2:3][C:19]1[CH:20]=[C:21]([O:25][CH3:26])[C:22]([O:23][CH3:24])=[C:17]([O:16][CH3:15])[CH:18]=1)[CH3:8]. Procedure details: On starting from 5-chloro-4-(3-chloropropylamino)-2-methyl-3(2H)-pyridazinone and 3,4,5-trimethoxyphenyl ethyl amine and proceeding according to method c) with the difference that melting is carried out at 140° C. for 2.5 hours the desired compound is obtained with a yield of 34%. Rf =0.6. Starting materials: ClC1=C(C(=O)O)C=CC(=C1)F (2-chloro-4-fluorobenzoic acid), Cl[Si](C)(C)C (chlorotrimethylsilane). Solvent: CO (methanol). Reaction conditions: time 24 hour. Yields the product COC(C1=C(C=C(C=C1)F)Cl)=O (2-chloro-4-fluoro-benzoic acid methyl ester). Yield: 100.5%. RXN SMILES: [Cl:1][C:2]1[CH:10]=[C:9]([F:11])[CH:8]=[CH:7][C:3]=1[C:4]([OH:6])=[O:5].Cl[Si](C)(C)[CH3:14]>CO>[CH3:14][O:5][C:4](=[O:6])[C:3]1[CH:7]=[CH:8][C:9]([F:11])=[CH:10][C:2]=1[Cl:1]. Procedure details: A mixture of 2-chloro-4-fluorobenzoic acid (6.5 g, 37 mmol) in methanol (100 mL) was treated with chlorotrimethylsilane (14.0 mL, 111 mmol), stirred 24 h at room temperature and evaporated. The residue was dissolved in dichloromethane, washed with sodium bicarbonate, dried (sodium sulfate) and evaporated to provide 2-chloro-4-fluoro-benzoic acid methyl ester (7.01 g, 99% yield) as a pale yellow oil. 1H-NMR (CDCl3, 500 MHz) 7.93 (m, 1H), 7.22 (m, 1H), 7.06 (m, 1H), 3.95 (s, 3H) ppm; MS (FIA) 189.... Starting materials: CI, CC#N, Cc1ccc(Cl)c(O)c1, [K+], [K+], O=C([O-])[O-]. Yields the product COc1cc(C)ccc1Cl. Reaction SMILES: [CH3:10][I:11].[CH3:18][C:19]#[N:20].[Cl:1][c:2]1[c:3]([OH:9])[cH:4][c:5]([CH3:8])[cH:6][cH:7]1.[K+:12].[K+:13].[O-:14][C:15]([O-:16])=[O:17]>>[Cl:1][c:2]1[c:3]([O:9][CH3:15])[cH:4][c:5]([CH3:8])[cH:6][cH:7]1.